The task is: describe an organic reaction: reactants, conditions, products, and yield. This data is from the Open Reaction Database (ORD), a public repository of structured organic reaction records. Starting materials: O (water), CC1=C(C(=O)O)C=CC=C1N1C=CC=C1 (2-methyl-3-(pyrrol-1-yl)benzoic acid), O (water), C(C)OCC (diethyl ether). Run in O1CCCC1 (tetrahydrofuran). Product: CC1=C(C=CC=C1N1C=CC=C1)CO (2-methyl-3-(pyrrol-1-yl)phenylmethanol). Yield: 98.2%. Reaction SMILES: [CH3:1][C:2]1[C:10]([N:11]2[CH:15]=[CH:14][CH:13]=[CH:12]2)=[CH:9][CH:8]=[CH:7][C:3]=1[C:4](O)=[O:5].C(OCC)C.O>O1CCCC1>[CH3:1][C:2]1[C:10]([N:11]2[CH:15]=[CH:14][CH:13]=[CH:12]2)=[CH:9][CH:8]=[CH:7][C:3]=1[CH2:4][OH:5]. Procedure: To a stirred solution of 7.5 grams (0.037 mole) of 2-methyl-3-(pyrrol-1-yl)benzoic acid in 125 ml of tetrahydrofuran was added dropwise 4.8 grams (0.056 mole) of a borane-tetrahydrofuran complex. The addition required 30 minutes. Upon complete addition the reaction mixture was heated under reflux for 2.5 hours then cooled slowly. To the cooled reaction mixture was carefully added 150 ml of diethyl ether previously saturated with water, followed by 50 ml of water. The mixture was poured into a se... Starting materials: CCC(O)(COS(=O)(=O)c1ccc(C)cc1)CC1CC(C(=O)OC)=C2Nc3ccccc3C23CCN(Cc2ccccc2)C13, CCN(C(C)C)C(C)C, C[Si](C)(C)OS(=O)(=O)C(F)(F)F, C1CCOC1. Product: CCC(COS(=O)(=O)c1ccc(C)cc1)(CC1CC(C(=O)OC)=C2Nc3ccccc3C23CCN(Cc2ccccc2)C13)O[Si](C)(C)C. RXN SMILES: [CH2:1]([c:2]1[cH:3][cH:4][cH:5][cH:6][cH:7]1)[N:8]1[CH2:9][CH2:10][C:11]23[CH:12]1[CH:13]([CH2:28][C:29]([CH2:30][O:31][S:32](=[O:33])(=[O:34])[c:35]1[cH:36][cH:37][c:38]([CH3:41])[cH:39][cH:40]1)([OH:42])[CH2:43][CH3:44])[CH2:14][C:15]([C:24](=[O:25])[O:26][CH3:27])=[C:16]2[NH:17][c:18]1[cH:19][cH:20][cH:21][cH:22][c:23]13.[CH:45]([N:46]([CH:47]([CH3:48])[CH3:49])[CH2:50][CH3:51])([CH3:52])[CH3:53].[F:54][C:55]([F:56])([F:57])[S:58]([O:59][Si:60]([CH3:61])([CH3:62])[CH3:63])(=[O:64])=[O:65].[O:66]1[CH2:67][CH2:68][CH2:69][CH2:70]1>>[CH2:1]([c:2]1[cH:3][cH:4][cH:5][cH:6][cH:7]1)[N:8]1[CH2:9][CH2:10][C:11]23[CH:12]1[CH:13]([CH2:28][C:29]([CH2:30][O:31][S:32](=[O:33])(=[O:34])[c:35]1[cH:36][cH:37][c:38]([CH3:41])[cH:39][cH:40]1)([O:42][Si:60]([CH3:61])([CH3:62])[CH3:63])[CH2:43][CH3:44])[CH2:14][C:15]([C:24](=[O:25])[O:26][CH3:27])=[C:16]2[NH:17][c:18]1[cH:19][cH:20][cH:21][cH:22][c:23]13. Reactants: NC=1OC=CC1C#N (2-amino-3-cyanofuran), C(OCC)(OCC)OCC (triethyl orthoformate), NC1CC2=CC=CC=C2C1 (2-aminoindan), C(C)(=O)[O-].[Na+] (sodium acetate), C(C)(=O)O (acetic acid). The reagents and catalysts are C(C)(=O)OC(C)=O (acetic anhydride). Reaction conditions: temperature 130 celsius. The product is C1C(CC2=CC=CC=C12)NC=1C2=C(N=CN1)OC=C2 (4-(2-indanylamino)furo[2,3-d]pyrimidine). The yield is 7.2%. RXN SMILES: [NH2:1][C:2]1[O:3][CH:4]=[CH:5][C:6]=1[C:7]#[N:8].[CH:9](OCC)(OCC)OCC.[NH2:19][CH:20]1[CH2:28][C:27]2[C:22](=[CH:23][CH:24]=[CH:25][CH:26]=2)[CH2:21]1.C([O-])(=O)C.[Na+].C(O)(=O)C>C(OC(=O)C)(=O)C>[CH2:21]1[C:22]2[C:27](=[CH:26][CH:25]=[CH:24][CH:23]=2)[CH2:28][CH:20]1[NH:19][C:7]1[C:6]2[CH:5]=[CH:4][O:3][C:2]=2[N:1]=[CH:9][N:8]=1 |f:3.4|. Reported procedure: A mixture of 2-amino-3-cyanofuran (270 mg, 2.5 mmol), triethyl orthoformate (1.5 ml, 9.0 mmol), and acetic anhydride (0.18 ml, 1.9 μmol) was heated to reflux at 130° C. for 2 hours. The reaction mixture was cooled, and 2-aminoindan (670 mg, 5.0 mmol), sodium acetate (640 mg, 7.8 mmol), and acetic acid (1.1 ml, 19 mmol) were added, which was further heated to reflux at 130° C. for 2 hours. The residue obtained by distilling off the solvent under reduced pressure was purified by silica gel chromat... The reactants are solution, B (boron trihydride), N1C=C(C2=CC=CC=C12)C(C(=O)N1CCC(CC1)OC1=CC=C(C=C1)Cl)=O (1-(indol-3-ylglyoxyloyl)-4-(p-chlorophenoxy)piperidine). The solvent is CCOCC (ether), O1CCCC1 (tetrahydrofuran), O1CCCC1 (tetrahydrofuran). Conditions: time 18 hour. The product is ClC1=CC=C(OC2CCN(CC2)CCC2=CNC3=CC=CC=C23)C=C1 (3-{2-[4-(p-chlorophenoxy)piperidyl]ethyl}indole). RXN SMILES: B.[NH:2]1[C:10]2[C:5](=[CH:6][CH:7]=[CH:8][CH:9]=2)[C:4]([C:11](=O)[C:12]([N:14]2[CH2:19][CH2:18][CH:17]([O:20][C:21]3[CH:26]=[CH:25][C:24]([Cl:27])=[CH:23][CH:22]=3)[CH2:16][CH2:15]2)=O)=[CH:3]1>O1CCCC1.CCOCC>[Cl:27][C:24]1[CH:23]=[CH:22][C:21]([O:20][CH:17]2[CH2:16][CH2:15][N:14]([CH2:12][CH2:11][C:4]3[C:5]4[C:10](=[CH:9][CH:8]=[CH:7][CH:6]=4)[NH:2][CH:3]=3)[CH2:19][CH2:18]2)=[CH:26][CH:25]=1. Procedure: 60 ml. of a 1M solution of boron trihydride in tetrahydrofuran are added dropwise to a stirred solution of 7.0 g of 1-(indol-3-ylglyoxyloyl)-4-(p-chlorophenoxy)piperidine in 135 ml. of tetrahydrofuran under nitrogen. The solution is stirred at ambient temperature for 18 hours and the tetrahydrofuran is removed under reduced pressure to give a white boron complex. The complex is destroyed by refluxing in 135 ml. of methanol with a few drops of glacial acetic acid. After cooling, the methanol is r... The reactants are [C-]#N.[Na+] (sodium cyanide), C(=O)C=1C(=CC2=C(C(C=C(O2)C)=O)C1OC)O (6-formyl-7-hydroxy-5-methoxy-2-methyl-4H -benzopyran-4-one), C(C)(=O)O (acetic acid). The reagents and catalysts are [O-2].[O-2].[Mn+4] (manganese dioxide). The solvent is CO (methanol), C(C)(=O)OCC (ethyl acetate). Run at time 4 hour. The product is OC1=CC2=C(C(C=C(O2)C)=O)C(=C1C(=O)OC)OC (Methyl 7-Hydroxy-5-Methoxy-2-Methyl-4-Oxo-4H 1-Benzopyran-6-Carboxylate). The yield is 80.0%. RXN SMILES: [C-]#N.[Na+].[CH:4]([C:6]1[C:7]([OH:20])=[CH:8][C:9]2[O:14][C:13]([CH3:15])=[CH:12][C:11](=[O:16])[C:10]=2[C:17]=1[O:18][CH3:19])=[O:5].[C:21](O)(=[O:23])C>CO.C(OCC)(=O)C.[O-2].[O-2].[Mn+4]>[OH:20][C:7]1[C:6]([C:4]([O:23][CH3:21])=[O:5])=[C:17]([O:18][CH3:19])[C:10]2[C:11](=[O:16])[CH:12]=[C:13]([CH3:15])[O:14][C:9]=2[CH:8]=1 |f:0.1,6.7.8|. Reported procedure: 2.6 g (53 mmol) of sodium cyanide and then 18.50 g (223 mmol, 25 eq.) of activated manganese dioxide are added to 2 g (8.5 mmol) of 6-formyl-7-hydroxy-5-methoxy-2-methyl-4H -benzopyran-4-one (A. SCHONBERG, N. BADRAN and N. A. STARKONSKY, J. Am. Chem. Soc., 1953, 75, 4992) suspended in 105 ml of methanol acidified with 2.6 ml of acetic acid. After having been stirred for 4 hours at room temperature, the reaction mixture, diluted with 200 ml of ethyl acetate, is filtered to remove insoluble materi... Reactants: FC1=CC=C(C=C1)C1C(NC(O1)=O)CC1=CC=C(C=C1)C(F)(F)F ((4RS,5SR)-5-(4-fluorophenyl)-4-((4-(trifluoromethyl)phenyl)methyl)-1,3-oxazolidin-2-one), [H-].[Na+] (sodium hydride), C1(=CC=CC2=CC=CC=C12)CCl (1-naphthylmethyl chloride). Solvent: O (water), CN(C=O)C (N,N-dimethylformamide). Conditions: time 15 minute. The product is FC1=CC=C(C=C1)C1C(N(C(O1)=O)CC1=CC=CC2=CC=CC=C12)CC1=CC=C(C=C1)C(F)(F)F ((4RS,5SR)-5-(4-fluorophenyl)-3-(1-naphthalenylmethyl)-4-((4-(trifluoromethyl)phenyl)methyl)-1,3-oxazolidin-2-one). Yield: 87.0%. As a reaction SMILES: [F:1][C:2]1[CH:7]=[CH:6][C:5]([CH:8]2[O:12][C:11](=[O:13])[NH:10][CH:9]2[CH2:14][C:15]2[CH:20]=[CH:19][C:18]([C:21]([F:24])([F:23])[F:22])=[CH:17][CH:16]=2)=[CH:4][CH:3]=1.[H-].[Na+].[C:27]1([CH2:37]Cl)[C:36]2[C:31](=[CH:32][CH:33]=[CH:34][CH:35]=2)[CH:30]=[CH:29][CH:28]=1>CN(C)C=O.O>[F:1][C:2]1[CH:7]=[CH:6][C:5]([CH:8]2[O:12][C:11](=[O:13])[N:10]([CH2:37][C:27]3[C:36]4[C:31](=[CH:32][CH:33]=[CH:34][CH:35]=4)[CH:30]=[CH:29][CH:28]=3)[CH:9]2[CH2:14][C:15]2[CH:20]=[CH:19][C:18]([C:21]([F:22])([F:24])[F:23])=[CH:17][CH:16]=2)=[CH:4][CH:3]=1 |f:1.2|. Procedure: To a solution of (4RS,5SR)-5-(4-fluorophenyl)-4-((4-(trifluoromethyl)phenyl)methyl)-1,3-oxazolidin-2-one (1 g, 2.95 mmol) in N,N-dimethylformamide (10 ml) was added 60% sodium hydride (142 mg, 3.54 mmol) and the mixture was stirred at room temperature for 15 min. To the reaction solution was added 1-naphthylmethyl chloride (480 ml, 3.25 mmol) and the mixture was stirred for 1 hr. The reaction solution was diluted with water (100 ml) and extracted with ethyl acetate (100 ml×2). The extract was wa... Reactants: ClC1=NC(=C(C=O)C=C1)C (6-Chloro-2-methylnicotinaldehyde), Cl.NO (hydroxylamine hydrochloride), C(C)(=O)[O-].[Na+] (sodium acetate). Solvent: C(C)O (ethanol). Conditions: time 20 minute. Product: ClC1=NC(=C(C=NO)C=C1)C (6-Chloro-2-methylnicotinaldehyde oxime). RXN SMILES: [Cl:1][C:2]1[CH:9]=[CH:8][C:5]([CH:6]=O)=[C:4]([CH3:10])[N:3]=1.Cl.[NH2:12][OH:13].C([O-])(=O)C.[Na+]>C(O)C>[Cl:1][C:2]1[CH:9]=[CH:8][C:5]([CH:6]=[N:12][OH:13])=[C:4]([CH3:10])[N:3]=1 |f:1.2,3.4|. Reported procedure: 6-Chloro-2-methylnicotinaldehyde (1 g, 6.43 mmol), hydroxylamine hydrochloride (0.45 g, 6.43 mmol), and sodium acetate (0.53 g, 6.43 mmol) were dissolved in dry ethanol (32 ml) and transferred to a flame-dried round bottom flask. The reaction was allowed to stir at room temperature for 20 minutes. It was then concentrated under reduced pressure, re-dissolved in ethyl acetate, and washed with water. The aqueous layer was extracted with ethyl acetate two times. The organic layers were combined, dr... Reactants: C(C)(C)(C)C=1C=C2CC(NC(C2=CC1)=O)=O (6-tert-Butyl-4H-isoquinoline-1,3-dione), COC(OC)OC (Trimethylorthoformate). Solvent: CN(C=O)C (N,N-dimethylformamide), C(C)(=O)OC(C)=O (acetic anhydride). Run at temperature 120 celsius. Product: C(C)(C)(C)C=1C=C2C(C(NC(C2=CC1)=O)=O)=COC (6-tert-Butyl-4-methoxymethylene-4H-isoquinoline-1,3-dione). RXN SMILES: [C:1]([C:5]1[CH:6]=[C:7]2[C:12](=[CH:13][CH:14]=1)[C:11](=[O:15])[NH:10][C:9](=[O:16])[CH2:8]2)([CH3:4])([CH3:3])[CH3:2].[CH3:17][O:18][CH:19](OC)OC>CN(C)C=O.C(OC(=O)C)(=O)C>[C:1]([C:5]1[CH:6]=[C:7]2[C:12](=[CH:13][CH:14]=1)[C:11](=[O:15])[NH:10][C:9](=[O:16])[C:8]2=[CH:17][O:18][CH3:19])([CH3:4])([CH3:2])[CH3:3]. Procedure details: 6-tert-Butyl-4H-isoquinoline-1,3-dione (45 mg, 0.21 mmol) is dissolved in N,N-dimethylformamide (1 mL) and acetic anhydride (2 mL). Trimethylorthoformate (0.2 mL) is added and the mixture is heated to 120° C. for 1 hour. The volatiles were removed under vacuum and the residue passed through a column to afford the crude product, is used directly in the next step. MS (ESI): 258.3 (M−1)−1.